This data is from the Open Reaction Database (ORD), a public repository of structured organic reaction records. The task is: describe an organic reaction: reactants, conditions, products, and yield The reactants are FC=1N=C(SC1N(C(=O)OC(C)(C)C)C(=O)OC(C)(C)C)C=1C=NC=C(C1)F (di(tert-butyl) 4-fluoro-2-(5-fluoropyridin-3-yl)-1,3-thiazol-5-ylimidodicarbonate), FC(C(=O)O)(F)F (trifluoroacetic acid). Solvent: ClCCl (DCM). Conditions: time 10 minute. Yields the product C(C)(C)(C)OC(NC1=C(N=C(S1)C=1C=NC=C(C1)F)F)=O ([4-fluoro-2-(5-fluoro-pyridin-3-yl)-thiazol-5-yl]-carbamic acid tert-butyl ester). Yield: 68.8%. RXN SMILES: [F:1][C:2]1[N:3]=[C:4]([C:22]2[CH:23]=[N:24][CH:25]=[C:26]([F:28])[CH:27]=2)[S:5][C:6]=1[N:7](C(OC(C)(C)C)=O)[C:8]([O:10][C:11]([CH3:14])([CH3:13])[CH3:12])=[O:9].FC(F)(F)C(O)=O>ClCCl>[C:11]([O:10][C:8](=[O:9])[NH:7][C:6]1[S:5][C:4]([C:22]2[CH:23]=[N:24][CH:25]=[C:26]([F:28])[CH:27]=2)=[N:3][C:2]=1[F:1])([CH3:14])([CH3:12])[CH3:13]. Procedure: To a solution of di(tert-butyl) 4-fluoro-2-(5-fluoropyridin-3-yl)-1,3-thiazol-5-ylimidodicarbonate (320 mg, 0.77 mmol) in DCM (7 mL) was added trifluoroacetic acid (TFA) (0.7 mL). The solution was stirred at room temperature for 10 minutes, before quenched slowly with saturated NaHCO3 solution. The organic layer was separated and the aqueous layer was extracted with dichloromethane (DCM). The combined organic layer was dried over Na2SO4, filtered and purified by silica gel chromatography (0 to 1... The reactants are C(C)(=O)O[C@@H]1C([C@@H]2CC[C@]3([C@@]4(CC[C@@]5([C@@H]([C@H]4CC[C@@H]3[C@]2(CC1)C)[C@@H](CC5)C(=C)C)C(=O)N[C@H]5C([C@H](C5)C(=O)NCCC(=O)OC)(C)C)C)C)(C)C (methyl 3-((1S,3R)-3-((1R,3aS,5aR,5bR,7aR,9S,11aR,11bR,13aR,13bR)-9-acetoxy-5a,5b,8,8,11a-pentamethyl-1-(prop-1-en-2-yl)icosahydro-1H-cyclopenta[a]chrysene-3a-carboxamido)-2,2-dimethylcyclobutanecarboxamido)propanoate). Solvent: CO.C1CCOC1 (MeOH THF), [OH-].[Na+] (NaOH). Run at time 16 hour. Yields the product O[C@@H]1C([C@@H]2CC[C@]3([C@@]4(CC[C@@]5([C@@H]([C@H]4CC[C@@H]3[C@]2(CC1)C)[C@@H](CC5)C(=C)C)C(=O)N[C@H]5C([C@H](C5)C(=O)NCCC(=O)O)(C)C)C)C)(C)C (3-((1S,3R)-3-((1R,3aS,5aR,5bR,7aR,9S,11aR,11bR,13aR,13bR)-9-hydroxy-5a,5b,8,8,11a-pentamethyl-1-(prop-1-en-2-yl)icosahydro-1H-cyclopenta[a]chrysene-3a-carboxamido)-2,2-dimethylcyclobutanecarboxamido)propanoic acid). The yield is 21.7%. RXN SMILES: C([O:4][C@H:5]1[CH2:22][CH2:21][C@@:20]2([CH3:23])[C@@H:7]([CH2:8][CH2:9][C@:10]3([CH3:49])[C@@H:19]2[CH2:18][CH2:17][C@H:16]2[C@@:11]3([CH3:48])[CH2:12][CH2:13][C@@:14]3([C:30]([NH:32][C@@H:33]4[CH2:36][C@H:35]([C:37]([NH:39][CH2:40][CH2:41][C:42]([O:44]C)=[O:43])=[O:38])[C:34]4([CH3:47])[CH3:46])=[O:31])[CH2:26][CH2:25][C@@H:24]([C:27]([CH3:29])=[CH2:28])[C@@H:15]32)[C:6]1([CH3:51])[CH3:50])(=O)C>CO.C1COCC1.[OH-].[Na+]>[OH:4][C@H:5]1[CH2:22][CH2:21][C@@:20]2([CH3:23])[C@@H:7]([CH2:8][CH2:9][C@:10]3([CH3:49])[C@@H:19]2[CH2:18][CH2:17][C@H:16]2[C@@:11]3([CH3:48])[CH2:12][CH2:13][C@@:14]3([C:30]([NH:32][C@@H:33]4[CH2:36][C@H:35]([C:37]([NH:39][CH2:40][CH2:41][C:42]([OH:44])=[O:43])=[O:38])[C:34]4([CH3:47])[CH3:46])=[O:31])[CH2:26][CH2:25][C@@H:24]([C:27]([CH3:29])=[CH2:28])[C@@H:15]32)[C:6]1([CH3:51])[CH3:50] |f:1.2,3.4|. Procedure details: To a stirred solution of methyl 3-((1S,3R)-3-((1R,3aS,5aR,5bR,7aR,9S,11aR,11bR,13aR,13bR)-9-acetoxy-5a,5b,8,8,11a-pentamethyl-1-(prop-1-en-2-yl)icosahydro-1H-cyclopenta[a]chrysene-3a-carboxamido)-2,2-dimethylcyclobutanecarboxamido)propanoate (Example 37, 0.150 g, 0.211 mmol) in MeOH:THF (2:1) (7.5 ml), 2N NaOH (2.5 ml) was added at about 0° C. and allowed to stir at room temperature for about 16 hours. After completion of the reaction (monitored by TLC), the volatile was evaporated. The reaction... Reactants: CSC1C(=O)Nc2cc(-c3ccccc3)ccc21, CCO, Cl, [Sn]. Product: O=C1Cc2ccc(-c3ccccc3)cc2N1. As a reaction SMILES: [CH3:1][S:2][CH:3]1[C:4](=[O:18])[NH:5][c:6]2[cH:7][c:8](-[c:12]3[cH:13][cH:14][cH:15][cH:16][cH:17]3)[cH:9][cH:10][c:11]21.[CH3:21][CH2:22][OH:23].[ClH:20].[Sn:19]>>[CH2:3]1[C:4](=[O:18])[NH:5][c:6]2[cH:7][c:8](-[c:12]3[cH:13][cH:14][cH:15][cH:16][cH:17]3)[cH:9][cH:10][c:11]21. Starting materials: B(Cl)(Cl)Cl (boron trichloride), CN1CCNC2=CC=CC=C12 (1-methyl-1,2,3,4-tetrahydroquinoxaline), [Cl-].[Cl-].[Cl-].[Al+3] (aluminum trichloride), C(C)(=O)OCC (ethyl acetate), Cl (hydrochloric acid), resultant mixture, FC1=C(C#N)C=CC=C1 (2-fluorobenzonitrile). The solvent is C1=CC=CC=C1 (benzene), C1(=CC=CC=C1)C (toluene), O (Water), C1(=CC=CC=C1)C (toluene). The product is CN1CCNC2=C(C=CC=C12)C(C1=C(C=CC=C1)F)=O (1-methyl-5-(2-fluorobenzoyl)-1,2,3,4-tetrahydroquinoxaline). RXN SMILES: B(Cl)(Cl)Cl.[CH3:5][N:6]1[C:15]2[C:10](=[CH:11][CH:12]=[CH:13][CH:14]=2)[NH:9][CH2:8][CH2:7]1.[F:16][C:17]1[CH:24]=[CH:23][CH:22]=[CH:21][C:18]=1[C:19]#N.[Cl-].[Cl-].[Cl-].[Al+3].Cl.C(OCC)(=[O:32])C>C1C=CC=CC=1.C1(C)C=CC=CC=1.O>[CH3:5][N:6]1[C:15]2[C:10](=[C:11]([C:19](=[O:32])[C:18]3[CH:21]=[CH:22][CH:23]=[CH:24][C:17]=3[F:16])[CH:12]=[CH:13][CH:14]=2)[NH:9][CH2:8][CH2:7]1 |f:3.4.5.6|. Procedure: To a solution of 2N-boron trichloride in benzene (82 ml) was dropwise added a solution of 1-methyl-1,2,3,4-tetrahydroquinoxaline (19.87 g) in toluene (40 ml) under stirring. To the resultant mixture was dropwise added a solution of 2-fluorobenzonitrile (19.50 g) in toluene (30 ml) at ambient temperature under stirring and the mixture was stirred for 1.5 hours under the same condition. To this mixture was added aluminum trichloride (19.65 g) and the mixture was refluxed for 16 hours. Water (30 ml...